This data is from the Open Reaction Database (ORD), a public repository of structured organic reaction records. The task is: describe an organic reaction: reactants, conditions, products, and yield The solvent is C1(=CC=CC=C1)C (toluene). The reagents and catalysts are C(C)(=O)[O-].[Pd+2].C(C)(=O)[O-] (palladium acetate), C1(=CC=CC=C1)P(C1=C(C2=CC=CC=C2C=C1)C1=C(C=CC2=CC=CC=C12)P(C1=CC=CC=C1)C1=CC=CC=C1)C1=CC=CC=C1 (rac-2,2′-bis(diphenylphosphino)-1,1′-binaphthyl). The reactants are IC1=C(C(=O)OC)C=CC(=C1)OC (methyl 2-iodo-4-methoxybenzoate), C([O-])([O-])=O.[Cs+].[Cs+] (cesium carbonate), FC1=CC=C(N)C=C1 (4-fluoroaniline). RXN SMILES: I[C:2]1[CH:11]=[C:10]([O:12][CH3:13])[CH:9]=[CH:8][C:3]=1[C:4]([O:6][CH3:7])=[O:5].C(=O)([O-])[O-].[Cs+].[Cs+].[F:20][C:21]1[CH:27]=[CH:26][C:24]([NH2:25])=[CH:23][CH:22]=1>C([O-])(=O)C.[Pd+2].C([O-])(=O)C.C1(P(C2C=CC=CC=2)C2C=CC3C(=CC=CC=3)C=2C2C3C(=CC=CC=3)C=CC=2P(C2C=CC=CC=2)C2C=CC=CC=2)C=CC=CC=1.C1(C)C=CC=CC=1>[F:20][C:21]1[CH:27]=[CH:26][C:24]([NH:25][C:2]2[CH:11]=[C:10]([O:12][CH3:13])[CH:9]=[CH:8][C:3]=2[C:4]([O:6][CH3:7])=[O:5])=[CH:23][CH:22]=1 |f:1.2.3,5.6.7|. Yields the product FC1=CC=C(NC2=C(C(=O)OC)C=CC(=C2)OC)C=C1 (methyl 2-(4-fluoroanilino)-4-methoxybenzoate). Procedure: To toluene 30 mL suspension of methyl 2-iodo-4-methoxybenzoate 2.7 g, rac-2,2′-bis(diphenylphosphino)-1,1′-binaphthyl 58 mg, palladium acetate 20 mg and cesium carbonate 6.0 g was added 4-fluoroaniline 1.3 mL, and it was heated and refluxed under nitrogen atmosphere for 5 hours. After the reaction mixture was cooled to room temperature, insoluble matter was filtrated, and ethyl acetate and 1.0 mol/L hydrochloric acid were added to it. The organic layer was separated and collected,dried over anhy... The reactants are Cc1nc2c(OCc3c(Cl)ccc(N(C)C(=O)CNC(=O)COS(C)(=O)=O)c3Cl)cccn2c1Br, C[O-], CO, [Na+], O. The product is COCC(=O)NCC(=O)N(C)c1ccc(Cl)c(COc2cccn3c(Br)c(C)nc23)c1Cl. RXN SMILES: [Br:1][c:2]1[c:3]([CH3:35])[n:4][c:5]2[n:6]1[cH:7][cH:8][cH:9][c:10]2[O:11][CH2:12][c:13]1[c:14]([Cl:34])[c:15]([N:20]([CH3:21])[C:22]([CH2:23][NH:24][C:25]([CH2:26][O:27][S:28]([CH3:29])(=[O:30])=[O:31])=[O:32])=[O:33])[cH:16][cH:17][c:18]1[Cl:19].[CH3:36][O-:37].[CH3:40][OH:41].[Na+:38].[OH2:39]>>[Br:1][c:2]1[c:3]([CH3:35])[n:4][c:5]2[n:6]1[cH:7][cH:8][cH:9][c:10]2[O:11][CH2:12][c:13]1[c:14]([Cl:34])[c:15]([N:20]([CH3:21])[C:22]([CH2:23][NH:24][C:25]([CH2:26][O:27][CH3:36])=[O:32])=[O:33])[cH:16][cH:17][c:18]1[Cl:19]. The reactants are NC1=NC(=NC=C1F)O (4-amino-5-fluoro-pyrimidin-2-ol), ClC(=O)OCC (ethyl chloroformate). Product: NC1=NC(N(C=C1F)C(=O)OCC)=O (ethyl 4-amino-5-fluoro-2-oxopyrimidine-1(2H)-carboxylate). Yield: 25.6%. Reaction SMILES: [NH2:1][C:2]1[C:7]([F:8])=[CH:6][N:5]=[C:4]([OH:9])[N:3]=1.Cl[C:11]([O:13][CH2:14][CH3:15])=[O:12]>>[NH2:1][C:2]1[C:7]([F:8])=[CH:6][N:5]([C:11]([O:13][CH2:14][CH3:15])=[O:12])[C:4](=[O:9])[N:3]=1. Procedure details: Using the procedure of Example 2, 4-amino-5-fluoro-pyrimidin-2-ol (0.25 g, 1.9 mmol), BSA (1.41 mL, 5.8 mmol) and ethyl chloroformate (0.277 mL, 2.9 mmol) were reacted, and the resulting material was purified via reverse phase chromatography (gradient, CH3CN/H2O) to give ethyl 4-amino-5-fluoro-2-oxopyrimidine-1(2H)-carboxylate (0.098 g, 25.6%) as a white solid: mp 190-193° C.; 1H NMR (300 MHz, DMSO-d6) δ 8.29 (s, 1H), 8.04-8.01 (m, 2H), 4.27 (q, J=7.25 Hz, 2H), 1.26 (t, J=7.25 Hz, 3H); ESIMS m/z...